describe an organic reaction: reactants, conditions, products, and yield From a dataset of the Open Reaction Database (ORD), a public repository of structured organic reaction records. Reaction SMILES: [CH2:1]([C:5]1[NH:6][C:7]2[C:12]([C:13](=[O:15])[N:14]=1)=[CH:11][C:10]([CH2:16]Br)=[CH:9][CH:8]=2)[CH2:2][CH2:3][CH3:4].C(=O)([O-])[O-:19].[K+].[K+]>CS(C)=O.O>[CH2:1]([C:5]1[NH:6][C:7]2[C:12]([C:13](=[O:15])[N:14]=1)=[CH:11][C:10]([CH2:16][OH:19])=[CH:9][CH:8]=2)[CH2:2][CH2:3][CH3:4] |f:1.2.3|. The product is C(CCC)C=1NC2=CC=C(C=C2C(N1)=O)CO (2-Butyl-6-(hydroxymethyl)-4(1H)-quinazolinone). Isolated yield 42.6%. Starting materials: C(CCC)C=1NC2=CC=C(C=C2C(N1)=O)CBr (2-butyl-6-(bromomethyl)-4(1H)-quinazolinone), C([O-])([O-])=O.[K+].[K+] (potassium carbonate). Procedure: To a suspension of 2.0 g of impure 2-butyl-6-(bromomethyl)-4(1H)-quinazolinone in 35 ml of dimethylsulfoxide and 20 ml of water is added 1.0 g of potassium carbonate. The reaction mixture is heated at reflux for 6 hours, resulting in a complete solution. Upon cooling slowly to room temperature a white precipitate forms and is collected by filtration. The filter cake is purified by flash chromatography on silica gel, eluting with 9:1 chloroform-methanol to give 0.67 g of the desired product as a ... Solvent: CS(=O)C (dimethylsulfoxide), O (water). The reactants are C(C)(=O)NCCS(=O)(=O)N1C[C@@H](N(CC1)S(=O)(=O)C=1SC(=CC1)C1=CC=C(C=C1)F)C(=O)NOC(C)(C)C ((2R)-4-[2-(acetylamino)ethanesulfonyl]-N-tert-butoxy-1-[5-(4-fluorophenyl)thiophene-2-sulfonyl]-2-piperazinecarboxamide). Solvent: C1(=CC=CC=C1)OC (anisole), FC(C(=O)O)(F)F (trifluoroacetic acid), O (H2O). Run at time 8 hour. Product: C(C)(=O)NCCS(=O)(=O)N1C[C@@H](N(CC1)S(=O)(=O)C=1SC(=CC1)C1=CC=C(C=C1)F)C(=O)NO ((2R)-4-[2-(acetylamino)ethanesulfonyl]-1-[5-(4-fluorophenyl)thiophene-2-sulfonyl]-N-hydroxy-2-piperazinecarboxamide). Isolated yield 74.8%. Reaction SMILES: [C:1]([NH:4][CH2:5][CH2:6][S:7]([N:10]1[CH2:15][CH2:14][N:13]([S:16]([C:19]2[S:20][C:21]([C:24]3[CH:29]=[CH:28][C:27]([F:30])=[CH:26][CH:25]=3)=[CH:22][CH:23]=2)(=[O:18])=[O:17])[C@@H:12]([C:31]([NH:33][O:34]C(C)(C)C)=[O:32])[CH2:11]1)(=[O:9])=[O:8])(=[O:3])[CH3:2]>C1(OC)C=CC=CC=1.FC(F)(F)C(O)=O.O>[C:1]([NH:4][CH2:5][CH2:6][S:7]([N:10]1[CH2:15][CH2:14][N:13]([S:16]([C:19]2[S:20][C:21]([C:24]3[CH:29]=[CH:28][C:27]([F:30])=[CH:26][CH:25]=3)=[CH:22][CH:23]=2)(=[O:17])=[O:18])[C@@H:12]([C:31]([NH:33][OH:34])=[O:32])[CH2:11]1)(=[O:9])=[O:8])(=[O:3])[CH3:2]. Reported procedure: A mixture of (2R)-4-[2-(acetylamino)ethanesulfonyl]-N-tert-butoxy-1-[5-(4-fluorophenyl)thiophene-2-sulfonyl]-2-piperazinecarboxamide (130 mg) in anisole (1 ml), trifluoroacetic acid (1 ml) and H2O (0.02 ml) was stirred at ambient temperature overnight, and then at 50° C. for 5 hours. The mixture was concentrated in vacuo, and the residue was purified by SiO2 column chromatography, eluted with MeOH in CHCl3=2% then 5%. The fractions containing the desired product were combined and concentrated in... Reactants: Cl.NC(CCC1=CC=C(C=C1)O)(C)C (4-(3-Amino-3-methylbutyl)phenol hydrochloride), FC1=CC=C(C#N)C=C1 (4-fluorobenzonitrile), C([O-])([O-])=O.[K+].[K+] (potassium carbonate). Solvent: CN(C(C)=O)C (N,N-dimethyl-acetamide), C(C)(=O)OCC (ethyl acetate). Reaction conditions: temperature 110 celsius, time 16 hour. The product is Cl.NC(CCC1=CC=C(OC2=CC=C(C#N)C=C2)C=C1)(C)C (4-(4-(3-Amino-3-methylbutyl)phenoxy)benzonitrile hydrochloride). The yield is 61.9%. As a reaction SMILES: [ClH:1].[NH2:2][C:3]([CH3:14])([CH3:13])[CH2:4][CH2:5][C:6]1[CH:11]=[CH:10][C:9]([OH:12])=[CH:8][CH:7]=1.F[C:16]1[CH:23]=[CH:22][C:19]([C:20]#[N:21])=[CH:18][CH:17]=1.C(=O)([O-])[O-].[K+].[K+]>CN(C)C(=O)C.C(OCC)(=O)C>[ClH:1].[NH2:2][C:3]([CH3:14])([CH3:13])[CH2:4][CH2:5][C:6]1[CH:7]=[CH:8][C:9]([O:12][C:16]2[CH:23]=[CH:22][C:19]([C:20]#[N:21])=[CH:18][CH:17]=2)=[CH:10][CH:11]=1 |f:0.1,3.4.5,8.9|. Procedure details: 4-(3-Amino-3-methylbutyl)phenol hydrochloride (1.14 g, 5.3 mmol), 4-fluorobenzonitrile (0.77 g, 6.4 mmol, 1.2 eq.) and potassium carbonate (1.65 g, 11.6 mmol, 2.2 eq.) were suspended in N,N-dimethyl-acetamide (15 ml) and stirred for 16 hours at 110° C. After this time, the darkened mixture was allowed to cool to ambient temperature. The suspension was diluted with ethyl acetate (100 ml) and washed with 1N NaOH (2×100 ml). The organic layer was treated with 5N HCl (100 ml), producing a white prec... The reactants are CC(C)(C)CC(C)(C)N, CC#N, C#CC1CCC(C#N)N1C(=O)CCl. Yields the product C#CC1CCC(C#N)N1C(=O)CNC(C)(C)CC(C)(C)C. RXN SMILES: [CH3:14][C:15]([CH2:16][C:17]([CH3:18])([CH3:19])[CH3:20])([CH3:21])[NH2:22].[CH3:23][C:24]#[N:25].[Cl:1][CH2:2][C:3](=[O:4])[N:5]1[CH:6]([C:12]#[N:13])[CH2:7][CH2:8][CH:9]1[C:10]#[CH:11]>>[CH2:2]([C:3](=[O:4])[N:5]1[CH:6]([C:12]#[N:13])[CH2:7][CH2:8][CH:9]1[C:10]#[CH:11])[NH:22][C:15]([CH3:14])([CH2:16][C:17]([CH3:18])([CH3:19])[CH3:20])[CH3:21]. Starting materials: C1C(O1)CO (glycidol), C(C(=C)C)(=O)OC (methyl methacrylate), 4.74, [C-]#N.[K+] (KCN). Reagents/catalysts: C1(=CC=CC=C1)NC1=CC=C(C=C1)C1=CC=C(NC2=CC=CC=C2)C=C1 (N,N'-diphenylbenzidine). Reaction conditions: time 2.5 hour. Yields the product C(C(=C)C)(=O)OCC1CO1 (glycidyl methacrylate). The yield is 92.9%. As a reaction SMILES: [C:1]([O:6][CH3:7])(=[O:5])[C:2]([CH3:4])=[CH2:3].[C-]#N.[K+].[CH2:11]1[O:13][CH:12]1CO>C1(NC2C=CC(C3C=CC(NC4C=CC=CC=4)=CC=3)=CC=2)C=CC=CC=1>[C:1]([O:6][CH2:7][CH:12]1[O:13][CH2:11]1)(=[O:5])[C:2]([CH3:4])=[CH2:3] |f:1.2|. Procedure details: 400 grams (4 moles) of methyl methacrylate, 4.74 (73 millimoles) grams of KCN and 0.118 gram (250 ppm) of N,N'-diphenylbenzidine in a 1 liter round bottom flask were heated to 90° to 100° C. with passage of air therethrough. Within one further hour there were charged 74 grams (1 mole) of glycidol and thereby the methyl methacrylate-methanol azeotrope withdrawn from the column head via a 1 meter Vigreux column at about 65° C. After 2.5 hours, the reaction was ended, which was shown by the increas... Starting materials: ClC1=NC2=CC=C(C=C2N=C1N(C)C(C)C)C(=O)OC (methyl 2-chloro-3-(isopropyl(methyl)amino)quinoxaline-6-carboxylate), CC1(OB(OC1(C)C)C1=COC(=C1)C1=CC=CC=C1)C (4,4,5,5-tetramethyl-2-(5-phenylfuran-3-yl)-1,3,2-dioxaborolane), C(=O)([O-])[O-].[Na+].[Na+] (Na2CO3). Reagents/catalysts: C=1C=CC(=CC1)[P](C=2C=CC=CC2)(C=3C=CC=CC3)[Pd]([P](C=4C=CC=CC4)(C=5C=CC=CC5)C=6C=CC=CC6)([P](C=7C=CC=CC7)(C=8C=CC=CC8)C=9C=CC=CC9)[P](C=1C=CC=CC1)(C=1C=CC=CC1)C=1C=CC=CC1 (Pd(PPh3)4). Run in O1CCOCC1 (dioxane). Reaction conditions: temperature 90 celsius, time 1 hour. The product is C(C)(C)N(C=1C(=NC2=CC=C(C=C2N1)C(=O)OC)C=1OC=C(C1)C1=CC=CC=C1)C (methyl 3-(isopropyl(methyl)amino)-2-(4-phenylfuran-2-yl)quinoxaline-6-carboxylate). The yield is 68.4%. As a reaction SMILES: Cl[C:2]1[C:11]([N:12]([CH:14]([CH3:16])[CH3:15])[CH3:13])=[N:10][C:9]2[C:4](=[CH:5][CH:6]=[C:7]([C:17]([O:19][CH3:20])=[O:18])[CH:8]=2)[N:3]=1.CC1(C)C(C)(C)OB([C:29]2[CH:33]=[C:32]([C:34]3[CH:39]=[CH:38][CH:37]=[CH:36][CH:35]=3)OC=2)O1.[C:41]([O-])([O-])=[O:42].[Na+].[Na+]>O1CCOCC1.C1C=CC([P]([Pd]([P](C2C=CC=CC=2)(C2C=CC=CC=2)C2C=CC=CC=2)([P](C2C=CC=CC=2)(C2C=CC=CC=2)C2C=CC=CC=2)[P](C2C=CC=CC=2)(C2C=CC=CC=2)C2C=CC=CC=2)(C2C=CC=CC=2)C2C=CC=CC=2)=CC=1>[CH:14]([N:12]([CH3:13])[C:11]1[C:2]([C:29]2[O:42][CH:41]=[C:32]([C:34]3[CH:35]=[CH:36][CH:37]=[CH:38][CH:39]=3)[CH:33]=2)=[N:3][C:4]2[C:9]([N:10]=1)=[CH:8][C:7]([C:17]([O:19][CH3:20])=[O:18])=[CH:6][CH:5]=2)([CH3:16])[CH3:15] |f:2.3.4,^1:56,58,77,96|. Reported procedure: To a solution of methyl 2-chloro-3-(isopropyl(methyl)amino)quinoxaline-6-carboxylate (150 mg, 0.51 mmol) in dioxane (5 mL) was added 4,4,5,5-tetramethyl-2-(5-phenylfuran-3-yl)-1,3,2-dioxaborolane (276 mg, 1.02 mmol), Na2CO3 (54 mg, 0.51 mmol), Pd(PPh3)4 (30 mg, 0.03 mmol). The resulting solution was stirred for 1 h at 90° C. and then concentrated in vacuo to give a residue, which was purified by silica gel column chromatography (3.3% ethyl acetate in petroleum ether) to afford methyl 3-(isopropy...